From a dataset of the Open Reaction Database (ORD), a public repository of structured organic reaction records. describe an organic reaction: reactants, conditions, products, and yield The reactants are ice, CC(CN)N (1-methylethylenediamine), C(=O)C=O (glyoxal). The solvent is O (water). Run at temperature 5 celsius, time 1 hour. Yields the product CC1CNC2C(NCC(N2)C)N1 (Decahydro-2,6-dimethylpyrazino[2,3-b]pyrazine). The yield is 46.0%. RXN SMILES: [CH3:1][CH:2]([NH2:5])[CH2:3][NH2:4].[CH:6]([CH:8]=O)=O>O>[CH3:1][CH:2]1[NH:5][CH:8]2[NH:4][CH2:3][CH:2]([CH3:1])[NH:5][CH:6]2[NH:4][CH2:3]1. Procedure: To an ice-cold solution of 148 grams, 2.0 moles, of 1-methylethylenediamine in 150 ml of water was added dropwise 145 grams of 40% aqueous glyoxal (58 grams, 1.0 mole). After the addition was completed, the solution was stirred at 5° C. for one hour, then at room temperature for 5 hours. The solution was evaporated on an open tray, and the resulting semi-solid was stirred in 500 ml of acetonitrile and filtered to give 76 grams (46% of product, m.p. 228°-235° C. (dec). Recrystallization from etha... Reactants: ClC(=O)OCC(Cl)(Cl)Cl (2,2,2-Trichloroethyl chloroformate), N[C@H]1[C@@H]2[C@]3(C[C@@H]([C@H](C[C@@H]3CC[C@H]2[C@@H]2CC[C@H](C(C)=O)[C@]2(C1)C)O)OCC)C (11α-amino-2β-ethoxy-3α-hydroxy-5α-pregnan-20-one), ClC(=O)OCC(Cl)(Cl)Cl (2,2,2-trichloroethyl chloroformate). Solvent: O (water), N1=CC=CC=C1 (pyridine). The product is C(C)O[C@@H]1[C@H](C[C@@H]2CC[C@H]3[C@@H]4CC[C@H](C(C)=O)[C@]4(C[C@H]([C@@H]3[C@]2(C1)C)NC(=O)OCC(Cl)(Cl)Cl)C)OC(=O)OCC(Cl)(Cl)Cl (2β-Ethoxy-11α-(2,2,2-trichloroethoxycarbonylamino)-3α-(2,2,2-trichloroethoxycarbonyloxy)-5α-pregnan-20-one). RXN SMILES: Cl[C:2]([O:4][CH2:5][C:6]([Cl:9])([Cl:8])[Cl:7])=[O:3].[NH2:10][C@@H:11]1[CH2:30][C@@:29]2([CH3:31])[C@@H:22]([CH2:23][CH2:24][C@@H:25]2[C:26](=[O:28])[CH3:27])[C@H:21]2[C@H:12]1[C@:13]1([CH3:36])[C@@H:18]([CH2:19][CH2:20]2)[CH2:17][C@H:16]([OH:32])[C@@H:15]([O:33][CH2:34][CH3:35])[CH2:14]1>N1C=CC=CC=1.O>[CH2:34]([O:33][C@H:15]1[CH2:14][C@@:13]2([CH3:36])[C@@H:18]([CH2:19][CH2:20][C@@H:21]3[C@@H:12]2[C@H:11]([NH:10][C:2]([O:4][CH2:5][C:6]([Cl:9])([Cl:8])[Cl:7])=[O:3])[CH2:30][C@@:29]2([CH3:31])[C@H:22]3[CH2:23][CH2:24][C@@H:25]2[C:26](=[O:28])[CH3:27])[CH2:17][C@@H:16]1[O:32][C:2]([O:4][CH2:5][C:6]([Cl:9])([Cl:8])[Cl:7])=[O:3])[CH3:35]. Reported procedure: 2,2,2-Trichloroethyl chloroformate (1 ml) was added to a stirred solution of 11α-amino-2β-ethoxy-3α-hydroxy-5α-pregnan-20-one (2 g) in pyridine (20 ml). After 16 hours complete reaction was not obtained. A further quantity of 2,2,2-trichloroethyl chloroformate (1 ml) was added and after 30 minutes the mixture was diluted with water (30 ml). The mixture was extracted with ether (x 2) and the extracts were washed with 2 M-HCl (x 4) and water (x 2) and dried. Evaporation of the solution left a yell... The reactants are CC1(O[C@H]2[C@H](N1C=1SC3=C(N1)C=CC(=C3)CN)CCCC2)C ((2-((3aR,7aR)-2,2-dimethylhexahydrobenzo[d]oxazol-3(2H)-yl)benzo[d]thiazol-6-yl)methanamine), CCN(C(C)C)C(C)C (DIEA), ClC1=NC=NC(=C1[N+](=O)[O-])Cl (4,6-dichloro-5-nitropyrimidine). Reaction conditions: time 4 hour. Yields the product ClC1=C(C(=NC=N1)NCC1=CC2=C(N=C(S2)N2C(O[C@H]3[C@H]2CCCC3)(C)C)C=C1)[N+](=O)[O-] (6-chloro-N-((2-((3aR,7aR)-2,2-dimethylhexahydrobenzo[d]oxazol-3(2H)-yl)benzo[d]thiazol-6-yl)methyl)-5-nitropyrimidin-4-amine). Isolated yield 46.0%. RXN SMILES: [CH3:1][C:2]1([CH3:22])[N:6]([C:7]2[S:8][C:9]3[CH:15]=[C:14]([CH2:16][NH2:17])[CH:13]=[CH:12][C:10]=3[N:11]=2)[C@@H:5]2[CH2:18][CH2:19][CH2:20][CH2:21][C@H:4]2[O:3]1.CCN(C(C)C)C(C)C.[Cl:32][C:33]1[C:38]([N+:39]([O-:41])=[O:40])=[C:37](Cl)[N:36]=[CH:35][N:34]=1>>[Cl:32][C:33]1[N:34]=[CH:35][N:36]=[C:37]([NH:17][CH2:16][C:14]2[CH:13]=[CH:12][C:10]3[N:11]=[C:7]([N:6]4[C@@H:5]5[CH2:18][CH2:19][CH2:20][CH2:21][C@H:4]5[O:3][C:2]4([CH3:22])[CH3:1])[S:8][C:9]=3[CH:15]=2)[C:38]=1[N+:39]([O-:41])=[O:40]. Reported procedure: To a stirred mixture of (2-((3aR,7aR)-2,2-dimethylhexahydrobenzo[d]oxazol-3(2H)-yl)benzo[d]thiazol-6-yl)methanamine (236 mg, 0.7 mmol) from Step 4 of this Example and DIEA (388 μL, 2.2 mmol) at 0° C. under argon was added 4,6-dichloro-5-nitropyrimidine (159 mg, 0.8 mmol) in one portion. The mixture was stirred for 4 h and then concentrated under reduced pressure. The residue was purified by silica gel flash chromatography (eluting with a gradient of 100% hexanes to 50% EtOAc in hexanes) to affor... The product is O=C(Cn1ccn2c(=O)c(O)c(-c3ncc(Cc4ccc(F)cc4)s3)nc12)N1CCNCC1. The reactants are O=C(Cn1ccn2c(=O)c(OCc3ccccc3)c(-c3ncc(Cc4ccc(F)cc4)s3)nc12)N1CCNCC1, COC(=O)c1nc2[nH]ccn2c(=O)c1OC(C)=O. As a reaction SMILES: [CH2:19]([c:20]1[cH:21][cH:22][cH:23][cH:24][cH:25]1)[O:26][c:27]1[c:28](-[c:46]2[s:47][c:48]([CH2:51][c:52]3[cH:53][cH:54][c:55]([F:58])[cH:56][cH:57]3)[cH:49][n:50]2)[n:29][c:30]2[n:31]([c:32]1=[O:33])[cH:34][cH:35][n:36]2[CH2:37][C:38]([N:39]1[CH2:40][CH2:41][NH:42][CH2:43][CH2:44]1)=[O:45].[CH3:1][O:2][C:3]([c:4]1[n:5][c:6]2[nH:7][cH:8][cH:9][n:10]2[c:11](=[O:12])[c:13]1[O:14][C:15](=[O:16])[CH3:17])=[O:18]>>[OH:26][c:27]1[c:28](-[c:46]2[s:47][c:48]([CH2:51][c:52]3[cH:53][cH:54][c:55]([F:58])[cH:56][cH:57]3)[cH:49][n:50]2)[n:29][c:30]2[n:31]([c:32]1=[O:33])[cH:34][cH:35][n:36]2[CH2:37][C:38]([N:39]1[CH2:40][CH2:41][NH:42][CH2:43][CH2:44]1)=[O:45]. Reaction SMILES: [CH3:25][CH:26]1[O:27][CH:28]([CH3:32])[CH2:29][NH:30][CH2:31]1.[CH3:33][CH2:34][OH:35].[F:1][c:2]1[c:3]([C:9]([C:10]([C:11](=[O:12])[O:13][CH2:14][CH3:15])([F:16])[F:17])([CH2:18][n:19]2[n:20][cH:21][n:22][cH:23]2)[OH:24])[cH:4][cH:5][c:6]([F:8])[cH:7]1>>[F:1][c:2]1[c:3]([C:9]([C:10]([C:11](=[O:12])[N:30]2[CH2:29][CH:28]([CH3:32])[O:27][CH:26]([CH3:25])[CH2:31]2)([F:16])[F:17])([CH2:18][n:19]2[n:20][cH:21][n:22][cH:23]2)[OH:24])[cH:4][cH:5][c:6]([F:8])[cH:7]1. Starting materials: CC1CNCC(C)O1, CCO, CCOC(=O)C(F)(F)C(O)(Cn1cncn1)c1ccc(F)cc1F. Yields the product CC1CN(C(=O)C(F)(F)C(O)(Cn2cncn2)c2ccc(F)cc2F)CC(C)O1. Starting materials: O=C(CC(=O)OC)CC (methyl 3-oxovalerate), C(C=CC1=CC=CC=C1)O (cinnamyl alcohol), P(=O)([O-])([O-])[O-] (phosphate). The reagents and catalysts are CN(C1=CC=NC=C1)C (4-dimethylaminopyridine). The solvent is C1(=CC=CC=C1)C (toluene). Product: O=C(CC(=O)OCC=CC1=CC=CC=C1)CC ((3-phenyl-2-propene-1-yl) 3-oxovalerate). As a reaction SMILES: [O:1]=[C:2]([CH2:8][CH3:9])[CH2:3][C:4]([O:6][CH3:7])=[O:5].C(O)[CH:11]=[CH:12][C:13]1[CH:18]=[CH:17][CH:16]=[CH:15][CH:14]=1.P([O-])([O-])([O-])=O>CN(C)C1C=CN=CC=1.C1(C)C=CC=CC=1>[O:1]=[C:2]([CH2:8][CH3:9])[CH2:3][C:4]([O:6][CH2:7][CH:11]=[CH:12][C:13]1[CH:18]=[CH:17][CH:16]=[CH:15][CH:14]=1)=[O:5]. Procedure: 1.26 ml (10.0 mmol) of methyl 3-oxovalerate, 2.57 ml (20.0 mmol) of cinnamyl alcohol and 122 mg (1.0 mmol) of 4-dimethylaminopyridine were heated under reflux in 20 ml of toluene overnight. A phosphate buffer solution was added to the reaction liquid. After the extraction with ethyl acetate, the organic layer was washed with saturated aqueous salt solution and then dried over anhydrous sodium sulfate. The solvent was evaporated under reduced pressure, and the residue was purified by the silica g... Reactants: COC=1C=C(C=CC1OC)S(=O)(=O)NC1=CC=C(C=C1)N1CCC(CC1)=O (3,4-Dimethoxy-N-[4-(4-oxo-piperidine-1-yl)-phenyl]-benzenesulfonamide), NC[C@@H](COC1=C2CCC(NC2=C(C=C1)O)=O)O (5-(3-Amino-(2S)-2-hydroxy-propoxy)-8-hydroxy-3,4-dihydro-1H-quinolin-2-one). Product: O[C@@H](CNC1CCN(CC1)C1=CC=C(C=C1)NS(=O)(=O)C1=CC(=C(C=C1)OC)OC)COC1=C2CCC(NC2=C(C=C1)O)=O (N-{4-[4-({(2S)-2-Hydroxy-3-[(8-hydroxy-2-oxo-1,2,3,4-tetrahydro-5-quinolinyl)oxy]-propyl}amino)-1-piperidineyl]phenyl}-3,4-dimethoxybenzenesulfonamide). As a reaction SMILES: [CH3:1][O:2][C:3]1[CH:4]=[C:5]([S:11]([NH:14][C:15]2[CH:20]=[CH:19][C:18]([N:21]3[CH2:26][CH2:25][C:24](=O)[CH2:23][CH2:22]3)=[CH:17][CH:16]=2)(=[O:13])=[O:12])[CH:6]=[CH:7][C:8]=1[O:9][CH3:10].[NH2:28][CH2:29][C@H:30]([OH:45])[CH2:31][O:32][C:33]1[CH:42]=[CH:41][C:40]([OH:43])=[C:39]2[C:34]=1[CH2:35][CH2:36][C:37](=[O:44])[NH:38]2>>[OH:45][C@H:30]([CH2:31][O:32][C:33]1[CH:42]=[CH:41][C:40]([OH:43])=[C:39]2[C:34]=1[CH2:35][CH2:36][C:37](=[O:44])[NH:38]2)[CH2:29][NH:28][CH:24]1[CH2:25][CH2:26][N:21]([C:18]2[CH:17]=[CH:16][C:15]([NH:14][S:11]([C:5]3[CH:6]=[CH:7][C:8]([O:9][CH3:10])=[C:3]([O:2][CH3:1])[CH:4]=3)(=[O:12])=[O:13])=[CH:20][CH:19]=2)[CH2:22][CH2:23]1. Reported procedure: The title compound was prepared from 3,4-dimethoxy-N-[4-(4-oxo-piperidine-1-yl)-phenyl]-benzenesulfonamide (which was obtained in Example 242) and 5-(3-amino-(2S)-2-hydroxy-propoxy)-8-hydroxy-3,4-dihydro-1H-quinolin-2-one (which was obtained in Example 12) according to the procedure of Example 278 as a white solid; 1H NMR (300 MHz, DMSO-d6) δ 1.20-1.40 (m, 2H), 1.80-1.95 (m, 2H), 2.39 (t, J=7.2 Hz, 2H), 2.50-2.75 (m, 5H), 2.82 (t, J=7.2 Hz, 2H), 3.45-3.55 (m, 2H), 3.63 (s, 3H), 3.72 (s, 3H), 3.7...